The task is: describe an organic reaction: reactants, conditions, products, and yield. This data is from the Open Reaction Database (ORD), a public repository of structured organic reaction records. Product: CN(C)C(=O)N1CCN(S(=O)(=O)N2CCC(c3c[nH]c4c(F)c(F)c(F)c(F)c34)CC2)C(C(=O)NOCc2ccccc2)C1. Reactants: O=C(NOCc1ccccc1)C1CNCCN1S(=O)(=O)N1CCC(c2c[nH]c3c(F)c(F)c(F)c(F)c23)CC1, ClCCl, CN(C)C(=O)Cl. As a reaction SMILES: [CH2:1]([c:2]1[cH:3][cH:4][cH:5][cH:6][cH:7]1)[O:8][NH:9][C:10](=[O:11])[CH:12]1[N:13]([S:18](=[O:19])(=[O:20])[N:21]2[CH2:22][CH2:23][CH:24]([c:27]3[cH:28][nH:29][c:30]4[c:31]([F:39])[c:32]([F:38])[c:33]([F:37])[c:34]([F:36])[c:35]34)[CH2:25][CH2:26]2)[CH2:14][CH2:15][NH:16][CH2:17]1.[CH2:46]([Cl:47])[Cl:48].[CH3:40][N:41]([C:42](=[O:43])[Cl:44])[CH3:45]>>[CH2:1]([c:2]1[cH:3][cH:4][cH:5][cH:6][cH:7]1)[O:8][NH:9][C:10](=[O:11])[CH:12]1[N:13]([S:18](=[O:19])(=[O:20])[N:21]2[CH2:22][CH2:23][CH:24]([c:27]3[cH:28][nH:29][c:30]4[c:31]([F:39])[c:32]([F:38])[c:33]([F:37])[c:34]([F:36])[c:35]34)[CH2:25][CH2:26]2)[CH2:14][CH2:15][N:16]([C:42]([N:41]([CH3:40])[CH3:45])=[O:43])[CH2:17]1. The reactants are C1(=CC=CC=C1)COC1=CC=C(OCCOS(N)(=O)=O)C=C1 (sulfamic acid 2-[4-(phenylmethoxy)phenoxy]ethyl ester). Reagents/catalysts: [Pd] (palladium on carbon). Run in O1CCCC1 (tetrahydrofuran). Conditions: time 8 hour. Product: OC1=CC=C(OCCOS(N)(=O)=O)C=C1 (Sulfamic acid 2-(4-hydroxyphenoxy)ethyl ester). RXN SMILES: C1(C[O:8][C:9]2[CH:22]=[CH:21][C:12]([O:13][CH2:14][CH2:15][O:16][S:17](=[O:20])(=[O:19])[NH2:18])=[CH:11][CH:10]=2)C=CC=CC=1>O1CCCC1.[Pd]>[OH:8][C:9]1[CH:22]=[CH:21][C:12]([O:13][CH2:14][CH2:15][O:16][S:17](=[O:19])(=[O:20])[NH2:18])=[CH:11][CH:10]=1. Procedure: To a solution of 25.8 g (0.08 mole) of sulfamic acid 2-[4-(phenylmethoxy)phenoxy]ethyl ester in 150 ml of tetrahydrofuran was added 0.5 teaspoon of 10% palladium on carbon catalyst and the mixture was hydrogenated in a Parr bottle at 40° C. overnight. The catalyst was removed and a fresh 0.5 teaspoon of 10% palladium on carbon catalyst was added and the mixture was hydrogenated at 40° C. for 3 hr whereby hydrogen uptake ceased. The catalyst was removed by filtration through Celite® and the filtr...